This data is from the Open Reaction Database (ORD), a public repository of structured organic reaction records. The task is: describe an organic reaction: reactants, conditions, products, and yield Reactants: O=C1Cc2c(cccc2-c2ccc(Br)cc2)N1, C1CCNCC1, Cc1c(C(=O)N2CC(C)NC(C)C2)c[nH]c1C=O, CCO. Yields the product Cc1c(C(=O)N2CC(C)NC(C)C2)c[nH]c1C=C1C(=O)Nc2cccc(-c3ccc(Br)cc3)c21. As a reaction SMILES: [Br:1][c:2]1[cH:3][cH:4][c:5](-[c:8]2[c:9]3[c:13]([cH:14][cH:15][cH:16]2)[NH:12][C:11](=[O:17])[CH2:10]3)[cH:6][cH:7]1.[CH2:36]1[CH2:37][CH2:38][NH:39][CH2:40][CH2:41]1.[CH3:18][CH:19]1[CH2:20][N:21]([C:26](=[O:27])[c:28]2[c:29]([CH3:35])[c:30]([CH:33]=[O:34])[nH:31][cH:32]2)[CH2:22][CH:23]([CH3:25])[NH:24]1.[CH3:42][CH2:43][OH:44]>>[Br:1][c:2]1[cH:3][cH:4][c:5](-[c:8]2[c:9]3[c:13]([cH:14][cH:15][cH:16]2)[NH:12][C:11](=[O:17])[C:10]3=[CH:33][c:30]2[c:29]([CH3:35])[c:28]([C:26]([N:21]3[CH2:20][CH:19]([CH3:18])[NH:24][CH:23]([CH3:25])[CH2:22]3)=[O:27])[cH:32][nH:31]2)[cH:6][cH:7]1.